The task is: describe an organic reaction: reactants, conditions, products, and yield. This data is from the Open Reaction Database (ORD), a public repository of structured organic reaction records. Starting materials: BrC=1C=NC=CC1SC(C(=O)OCC)(C)C (ethyl 2-(3-bromopyridin-4-ylthio)-2-methylpropanoate), C(#N)C1=CC=C(C=C1)B(O)O (4-cyanophenylboronic acid), C([O-])([O-])=O.[Na+].[Na+] (sodium carbonate), C(C)#N (acetonitrile). Reagents/catalysts: C1=CC=C(C=C1)P([C-]2C=CC=C2)C3=CC=CC=C3.C1=CC=C(C=C1)P([C-]2C=CC=C2)C3=CC=CC=C3.Cl[Pd]Cl.[Fe+2] (Pd(dppf)Cl2). Run in C1CCOC1 (THF). Run at temperature 150 celsius. Product: C(#N)C1=CC=C(C=C1)C=1C=NC=CC1SC(C(=O)OCC)(C)C (ethyl 2-(3-(4-cyanophenyl)pyridin-4-ylthio)-2-methylpropanoate). Isolated yield 70.0%. RXN SMILES: [C:1]([C:3]1[CH:8]=[CH:7][C:6](B(O)O)=[CH:5][CH:4]=1)#[N:2].Br[C:13]1[CH:14]=[N:15][CH:16]=[CH:17][C:18]=1[S:19][C:20]([CH3:27])([CH3:26])[C:21]([O:23][CH2:24][CH3:25])=[O:22].C(#N)C.C(=O)([O-])[O-].[Na+].[Na+]>C1COCC1.C1C=CC(P(C2C=CC=CC=2)[C-]2C=CC=C2)=CC=1.C1C=CC(P(C2C=CC=CC=2)[C-]2C=CC=C2)=CC=1.Cl[Pd]Cl.[Fe+2]>[C:1]([C:3]1[CH:8]=[CH:7][C:6]([C:17]2[CH:16]=[N:15][CH:14]=[CH:13][C:18]=2[S:19][C:20]([CH3:26])([CH3:27])[C:21]([O:23][CH2:24][CH3:25])=[O:22])=[CH:5][CH:4]=1)#[N:2] |f:3.4.5,7.8.9.10|. Reported procedure: To a mixture of 4-cyanophenylboronic acid (49 mg, 0.33 mmol) and Pd(dppf)Cl2 (9 mg, 5% mole) were added a solution of freshly purified ethyl 2-(3-bromopyridin-4-ylthio)-2-methylpropanoate from (step B, 67 mg, 0.22 mmol) in THF (1 mL), acetonitrile (0.5 mL), and sodium carbonate (1M aqueous, 0.5 mL). The resulting mixture was degassed by nitrogen bubbling for 1 minute, and then heated to 150° C. for 30 minutes under microwave irradiation. The mixture was loaded on to a 5 g ISCO loading cartridge ... The reactants are ClC1=C(N(C(C(=N1)Cl)=O)CC(=O)OCC1=CC=CC=C1)C (benzyl 2-[3,5-dichloro-2-methyl-6-oxo-1(6H)-pyrazinyl]acetate), NC[C@H]1N(CCC1)C(=O)OC(C)(C)C (tert-butyl (2S)-2-(aminomethyl)-1-pyrrolidinecarboxylate). The product is C(C1=CC=CC=C1)OC(CN1C(C(=NC(=C1C)Cl)NC[C@H]1N(CCC1)C(=O)OC(C)(C)C)=O)=O (tert-Butyl (2S)-2-[({4-[2-(benzyloxy)-2-oxoethyl]-6-chloro-5-methyl-3-oxo-3,4-dihydro-2-pyrazinyl}amino)methyl]-1-pyrrolidinecarboxylate), product. The yield is 100.0%. Reaction SMILES: [Cl:1][C:2]1[N:7]=[C:6](Cl)[C:5](=[O:9])[N:4]([CH2:10][C:11]([O:13][CH2:14][C:15]2[CH:20]=[CH:19][CH:18]=[CH:17][CH:16]=2)=[O:12])[C:3]=1[CH3:21].[NH2:22][CH2:23][C@@H:24]1[CH2:28][CH2:27][CH2:26][N:25]1[C:29]([O:31][C:32]([CH3:35])([CH3:34])[CH3:33])=[O:30]>>[CH2:14]([O:13][C:11](=[O:12])[CH2:10][N:4]1[C:3]([CH3:21])=[C:2]([Cl:1])[N:7]=[C:6]([NH:22][CH2:23][C@@H:24]2[CH2:28][CH2:27][CH2:26][N:25]2[C:29]([O:31][C:32]([CH3:35])([CH3:34])[CH3:33])=[O:30])[C:5]1=[O:9])[C:15]1[CH:20]=[CH:19][CH:18]=[CH:17][CH:16]=1. Procedure: The title compound was prepared by a similar method to preparation 42 from benzyl 2-[3,5-dichloro-2-methyl-6-oxo-1(6H)-pyrazinyl]acetate (preperation 17) and tert-butyl (2S)-2-(aminomethyl)-1-pyrrolidinecarboxylate [JP 63183560 A2], to afford the product as a colourless oil,(100%). Reactants: O=C([O-])[O-], CC1=Cc2cccc(CCNS(=O)(=O)c3ccc(C)cc3)c2C1, CI, [Cs+], [Cs+], CN(C)C=O. Yields the product CC1=Cc2cccc(CCN(C)S(=O)(=O)c3ccc(C)cc3)c2C1. Reaction SMILES: [C:24](=[O:25])([O-:26])[O-:27].[CH3:1][c:2]1[cH:3][cH:4][c:5]([S:8](=[O:9])(=[O:10])[NH:11][CH2:12][CH2:13][c:14]2[cH:15][cH:16][cH:17][c:18]3[c:22]2[CH2:21][C:20]([CH3:23])=[CH:19]3)[cH:6][cH:7]1.[CH3:30][I:31].[Cs+:28].[Cs+:29].[O:32]=[CH:33][N:34]([CH3:35])[CH3:36]>>[CH3:1][c:2]1[cH:3][cH:4][c:5]([S:8](=[O:9])(=[O:10])[N:11]([CH2:12][CH2:13][c:14]2[cH:15][cH:16][cH:17][c:18]3[c:22]2[CH2:21][C:20]([CH3:23])=[CH:19]3)[CH3:24])[cH:6][cH:7]1. The reactants are C(C)(C)(C)OC(=O)N1CCC(CC1)OC1=CC=C(C=C1)C#N (4-(4-Cyano phenoxy)piperidine-1-carboxylic acid tert-butyl ester), FC(C(=O)O)(F)F (trifluoroacetic acid), C1(CCC1)=O (cyclobutanone), C(C)(=O)O (acetic acid), caustic lye solution, C(C)(=O)O[BH-](OC(C)=O)OC(C)=O.[Na+] (Sodium triacetoxyborohydride). Run in ClCCl (dichloromethane), C(CCl)Cl (ethylene dichloride). Run at time 8 hour. The product is C1(CCC1)N1CCC(CC1)OC1=CC=C(C#N)C=C1 (4-(1-Cyclobutyl piperidin-4-yloxy)benzonitrile). The yield is 60.5%. As a reaction SMILES: C(O[C:6]([N:8]1[CH2:13][CH2:12][CH:11]([O:14][C:15]2[CH:20]=[CH:19][C:18]([C:21]#[N:22])=[CH:17][CH:16]=2)[CH2:10][CH2:9]1)=O)(C)(C)C.FC(F)(F)C(O)=O.[C:30]1(=O)[CH2:33]C[CH2:31]1.C(O)(=O)C.C(O[BH-](OC(=O)C)OC(=O)C)(=O)C.[Na+]>ClCCl.C(Cl)CCl>[CH:6]1([N:8]2[CH2:9][CH2:10][CH:11]([O:14][C:15]3[CH:16]=[CH:17][C:18]([C:21]#[N:22])=[CH:19][CH:20]=3)[CH2:12][CH2:13]2)[CH2:33][CH2:30][CH2:31]1 |f:4.5|. Procedure: To a stirred solution of 4-(4-Cyano phenoxy)piperidine-1-carboxylic acid tert-butyl ester (21.25 g, 0.0704 moles) in dichloromethane (300 mL) was added trifluoroacetic acid (81.4 g, 0.714 moles) and stirred the reaction mass overnight at room temperature. After completion of reaction, solvent was evaporated under vacuum and the residue, thus obtained, was basified with 10% caustic lye solution. The reaction mass was extracted with ethyl acetate twice, the combined organic layer was dried over so... The reactants are FC(F)(F)c1cc(Br)c2cccc(C(F)(F)F)c2n1, COC(=O)C1CCCN1C(=O)OC(C)(C)C. Yields the product CC(C)(C)OC(=O)N1CCCC1C(=O)c1cc(C(F)(F)F)nc2c(C(F)(F)F)cccc12. RXN SMILES: [Br:1][c:2]1[cH:3][c:4]([C:16]([F:17])([F:18])[F:19])[n:5][c:6]2[c:7]([C:12]([F:13])([F:14])[F:15])[cH:8][cH:9][cH:10][c:11]12.[CH3:20][O:21][C:22]([CH:23]1[N:24]([C:28](=[O:29])[O:30][C:31]([CH3:32])([CH3:33])[CH3:34])[CH2:25][CH2:26][CH2:27]1)=[O:35]>>[c:2]1([C:22](=[O:21])[CH:23]2[N:24]([C:28](=[O:29])[O:30][C:31]([CH3:32])([CH3:33])[CH3:34])[CH2:25][CH2:26][CH2:27]2)[cH:3][c:4]([C:16]([F:17])([F:18])[F:19])[n:5][c:6]2[c:7]([C:12]([F:13])([F:14])[F:15])[cH:8][cH:9][cH:10][c:11]12.